Dataset: the Open Reaction Database (ORD), a public repository of structured organic reaction records. Task: describe an organic reaction: reactants, conditions, products, and yield Starting materials: OC12CC3C(C(CC(C1)C3)C2)=O (5-hydroxyadamantan-2-one), S1C=CC=C1 (thiophene), C[C@@H](C1=CC=CC=C1)N (L(-)-Alpha-methyl-benzyl amine), CC([O-])C.[Al+3].CC([O-])C.CC([O-])C (aluminium isopropoxide). Reagents/catalysts: [Rh] (Rhodium). The solvent is C1(=CC=CC=C1)C (toluene). Conditions: temperature 50 celsius, time 24 hour. Yields the product C1(=CC=CC=C1)C(C)NC1C2CC3(CC(CC1C3)C2)O (4-(1-Phenyl-ethylamino)-adamantan-1-ol). Reaction SMILES: [OH:1][C:2]12[CH2:11][CH:6]3[CH2:7][CH:8]([CH2:10][CH:4]([C:5]3=O)[CH2:3]1)[CH2:9]2.[CH3:13][C@H:14]([NH2:21])[C:15]1[CH:20]=[CH:19][CH:18]=[CH:17][CH:16]=1.CC(C)[O-].[Al+3].CC(C)[O-].CC(C)[O-].S1C=CC=C1>C1(C)C=CC=CC=1.[Rh]>[C:15]1([CH:14]([NH:21][CH:5]2[CH:6]3[CH2:11][C:2]4([OH:1])[CH2:9][CH:8]([CH2:10][CH:4]2[CH2:3]4)[CH2:7]3)[CH3:13])[CH:20]=[CH:19][CH:18]=[CH:17][CH:16]=1 |f:2.3.4.5|. Procedure details: Commercially available 5-hydroxyadamantan-2-one (0.1 mol), L(-)-Alpha-methyl-benzyl amine (0.105 mol), aluminium isopropoxide (0.1 mol) and Rhodium on active carbon (20 mol %) were suspended in 500 ml of toluene, 20 ml of the 4% thiophene solution were added. The reaction mixture was stirred at 50° C. for 24 h. Reactants: CCCCCCC (Heptane), C(C)(C)(C)C1=C(C(O)=CC(=C1)C(C)(C)C)O (3,5-di-t-butylcatechol), O (water). The reagents and catalysts are CC([O-])C.CC([O-])C.CC([O-])C.CC([O-])C.[Ti+4] (titanium tetraisopropoxide). Reaction conditions: time 20 minute. Yields the product (R)-1-phenethylamine, CC1(OCC2OC2CO1)C (4,4-dimethyl-3,5,8-trioxabicyclo[5.1.0]octane). As a reaction SMILES: [CH3:1][CH2:2][CH2:3]CCCC.C(C1C=[C:17](C(C)(C)C)[CH:16]=[C:14]([OH:15])[C:13]=1[OH:23])(C)(C)C.[OH2:24]>CC(C)[O-].CC(C)[O-].CC(C)[O-].CC(C)[O-].[Ti+4]>[CH3:1][C:2]1([CH3:3])[O:23][CH2:13][CH:14]2[CH:16]([O:15]2)[CH2:17][O:24]1 |f:3.4.5.6.7|. Procedure: Heptane (2 ml) was added to 3,5-di-t-butylcatechol (617 mg), and titanium tetraisopropoxide (Ti(OPri)4, 818 μl) was added under a nitrogen atmosphere. The mixture was stirred for 20 min at room temperature. (R)-1-phenethylamine (1.79 ml), water (20 μl) and 4,4-dimethyl-3,5,8-trioxabicyclo[5.1.0]octane (compound [1′], 2.0 g) obtained by a known method were successively added with stirring, and the mixture was stirred at room temperature for 20 hr. Heptane (4.6 ml) was added to the reaction mixtur... Starting materials: [Na] (sodium), [O-]CC.[Na+] (sodium ethoxide), C(C)(=O)C1=C(OCC(COC2=CC=C(C=C2)F)O)C=CC=C1O (1-(2-acetyl-3-hydroxyphenoxy)-2-hydroxy-3 -(p-fluorophenoxy) propane), C(C(=O)OCC)(=O)OCC (diethyl oxalate). Reagents/catalysts: Cl (hydrochloric acid). Solvent: CCOCC (ether), C(C)O (ethanol), C(C)O (ethanol). The product is C(=O)(OCC)C1=C(OCC(COC2=CC=C(C=C2)F)O)C=CC=C1 (1-(2-carbethoxy-phenoxy)-2-hydroxy-3-(p-fluorophenoxy) propane). As a reaction SMILES: [C:1]([C:4]1[C:22](O)=[CH:21][CH:20]=[CH:19][C:5]=1[O:6][CH2:7][CH:8]([OH:18])[CH2:9][O:10][C:11]1[CH:16]=[CH:15][C:14]([F:17])=[CH:13][CH:12]=1)(=[O:3])C.[O-][CH2:25][CH3:26].[Na+].[Na].C(OCC)(=O)C(OCC)=[O:31]>CCOCC.C(O)C.Cl>[C:1]([C:4]1[CH:22]=[CH:21][CH:20]=[CH:19][C:5]=1[O:6][CH2:7][CH:8]([OH:18])[CH2:9][O:10][C:11]1[CH:12]=[CH:13][C:14]([F:17])=[CH:15][CH:16]=1)([O:3][CH2:25][CH3:26])=[O:31] |f:1.2,^1:27|. Procedure: A suspension of 1-(2-acetyl-3-hydroxyphenoxy)-2-hydroxy-3 -(p-fluorophenoxy) propane (25.6 g) in diethyl oxalate (30 ml) was added to a suspension of sodium ethoxide, prepared from sodium (6.0 g) and ethanol (60 ml) in dry ether (400 ml). The mixture was then heated under reflux for 2 hours, cooled, and poured onto ice (200 g). After acidification with a solution of acetic acid (24 ml) in water (160 ml), the ethereal layer was separated, and the aqueous layer was extracted with ether (3 × 50 ml)... Reactants: C(C)OC(C[C@H](CCC)NC1=C(C=CC=C1)[N+](=O)[O-])=O ((S)-3-(2-Nitro-phenylamino)-hexanoic acid ethyl ester). Reagents/catalysts: [Pd] (Pd/C). The solvent is CCO (EtOH). Conditions: time 3 hour. Product: C(C)OC(C[C@H](CCC)NC1=C(C=CC=C1)N)=O ((S)-3-(2-Amino-phenylamino)-hexanoic acid ethyl ester). RXN SMILES: [CH2:1]([O:3][C:4](=[O:20])[CH2:5][C@@H:6]([NH:10][C:11]1[CH:16]=[CH:15][CH:14]=[CH:13][C:12]=1[N+:17]([O-])=O)[CH2:7][CH2:8][CH3:9])[CH3:2]>CCO.[Pd]>[CH2:1]([O:3][C:4](=[O:20])[CH2:5][C@@H:6]([NH:10][C:11]1[CH:16]=[CH:15][CH:14]=[CH:13][C:12]=1[NH2:17])[CH2:7][CH2:8][CH3:9])[CH3:2]. Reported procedure: To a solution of (S)-3-(2-Nitro-phenylamino)-hexanoic acid ethyl ester (795 mg, 2.8 mmol) in EtOH (20 mL) was added Pd/C (10% wt on carbon) (300 mg). The solution was stirred at room temperature for 3 hours. The solution was filtered and the filtrate was concentrated. The residue (683 mg, 96%) was used in the next step of the synthesis without further purification. Starting materials: C1CCNCC1, CCO, CC(NC(=O)c1cccc2ccn(Cc3ccc(Cl)nc3)c12)c1ccc(C(=O)O)cc1. Product: CCOc1ccc(Cn2ccc3cccc(C(=O)NC(C)c4ccc(C(=O)O)cc4)c32)cn1. RXN SMILES: [CH2:32]1[CH2:33][CH2:34][NH:35][CH2:36][CH2:37]1.[CH3:38][CH2:39][OH:40].[Cl:1][c:2]1[cH:3][cH:4][c:5]([CH2:8][n:9]2[cH:10][cH:11][c:12]3[cH:13][cH:14][cH:15][c:16]([C:18](=[O:19])[NH:20][CH:21]([CH3:22])[c:23]4[cH:24][cH:25][c:26]([C:27](=[O:28])[OH:29])[cH:30][cH:31]4)[c:17]23)[cH:6][n:7]1>>[c:2]1([O:40][CH2:39][CH3:38])[cH:3][cH:4][c:5]([CH2:8][n:9]2[cH:10][cH:11][c:12]3[cH:13][cH:14][cH:15][c:16]([C:18](=[O:19])[NH:20][CH:21]([CH3:22])[c:23]4[cH:24][cH:25][c:26]([C:27](=[O:28])[OH:29])[cH:30][cH:31]4)[c:17]23)[cH:6][n:7]1. Starting materials: O=[Cr](=O)([O-])O[Cr](=O)(=O)[O-], CN(C)C=O, O=C(O)CC(O)(CC(=O)O)C(=O)O, CC(C)(CCO)COP(=O)(OCc1ccccc1)OCc1ccccc1, c1cc[nH+]cc1, c1cc[nH+]cc1. The product is CC(C)(COP(=O)(OCc1ccccc1)OCc1ccccc1)CC(=O)O. Reaction SMILES: [Cr:27](=[O:28])([O:29][Cr:30]([O-:31])(=[O:32])=[O:33])([O-:34])=[O:35].[O:61]=[CH:62][N:63]([CH3:64])[CH3:65].[OH:48][C:49]([CH2:50][C:51]([C:52](=[O:53])[OH:54])([CH2:55][C:56](=[O:57])[OH:58])[OH:59])=[O:60].[P:1](=[O:2])([O:3][CH2:4][c:5]1[cH:6][cH:7][cH:8][cH:9][cH:10]1)([O:11][CH2:12][c:13]1[cH:14][cH:15][cH:16][cH:17][cH:18]1)[O:19][CH2:20][C:21]([CH2:22][CH2:23][OH:24])([CH3:25])[CH3:26].[nH+:36]1[cH:37][cH:38][cH:39][cH:40][cH:41]1.[nH+:42]1[cH:43][cH:44][cH:45][cH:46][cH:47]1>>[P:1](=[O:2])([O:3][CH2:4][c:5]1[cH:6][cH:7][cH:8][cH:9][cH:10]1)([O:11][CH2:12][c:13]1[cH:14][cH:15][cH:16][cH:17][cH:18]1)[O:19][CH2:20][C:21]([CH2:22][C:23](=[O:24])[OH:28])([CH3:25])[CH3:26].